Dataset: the Open Reaction Database (ORD), a public repository of structured organic reaction records. Task: describe an organic reaction: reactants, conditions, products, and yield The reactants are Clc1c2c(nc3ccccc13)CCN(Cc1ccccc1)C2, ClCCl, CC(Cl)OC(=O)Cl. The product is Clc1c2c(nc3ccccc13)CCNC2. As a reaction SMILES: [CH2:1]([c:2]1[cH:3][cH:4][cH:5][cH:6][cH:7]1)[N:8]1[CH2:9][c:10]2[c:11]([Cl:22])[c:12]3[c:13]([n:14][c:15]2[CH2:16][CH2:17]1)[cH:18][cH:19][cH:20][cH:21]3.[CH2:30]([Cl:31])[Cl:32].[Cl:23][C:24]([O:25][CH:26]([Cl:27])[CH3:28])=[O:29]>>[NH:8]1[CH2:9][c:10]2[c:11]([Cl:22])[c:12]3[c:13]([n:14][c:15]2[CH2:16][CH2:17]1)[cH:18][cH:19][cH:20][cH:21]3. Reactants: BrC=1C=C(C(=O)N)C=CC1F (3-bromo-4-fluoro-benzoic acid amide), S(=O)(Cl)Cl (thionyl chloride). Yields the product BrC=1C=C(C#N)C=CC1F (3-bromo-4-fluoro-benzonitrile). Isolated yield 90.0%. As a reaction SMILES: [Br:1][C:2]1[CH:3]=[C:4]([CH:8]=[CH:9][C:10]=1[F:11])[C:5]([NH2:7])=O.S(Cl)(Cl)=O>>[Br:1][C:2]1[CH:3]=[C:4]([CH:8]=[CH:9][C:10]=1[F:11])[C:5]#[N:7]. Procedure: 765 g (3.5 moles) of 3-bromo-4-fluoro-benzoic acid amide was added, at 25° C., to 1,150 g (9.7 moles) of thionyl chloride and the mixture was heated under reflux at 85° to 90° C., while stirring, until virtually no further evolution of gas took place. The excess thionyl chloride was then distilled off and the residue was fractionated in a short column. 630 g (91% of theory) of 3-bromo-4-fluoro-benzonitrile with a boiling point of 115°-116° C./20 mm Hg were obtained. Starting materials: [Cl-].[NH4+] (ammonium chloride), O1C(CCCC1)OC1=C(C=CC=C1)Br (1-(tetrahydropyran-2-yloxy)-2-bromobenzene), [Li+].CCC[CH2-] (N-butyllithium), O1N=C(OCC1)C(=O)N1CCCC1 (1-(5,6-dihydro-1,4,2-dioxazin-3-yl)-1-(pyrrolidin-1-yl)-methanone). Solvent: C(C)OCC (diethyl ether), O (water), O1CCCC1 (tetrahydrofuran), O1CCCC1 (tetrahydrofuran). Conditions: temperature -40 celsius, time 10 minute. Product: O1C(CCCC1)OC1=C(C(=O)C2=NOCCO2)C=CC=C1 (3-[2-(tetrahydropyran-2-yloxy)-benzoyl]-5,6-dihydro-1,4,2-dioxazine). Isolated yield 42.7%. Reaction SMILES: [O:1]1[CH2:6][CH2:5][CH2:4][CH2:3][CH:2]1[O:7][C:8]1[CH:13]=[CH:12][CH:11]=[CH:10][C:9]=1Br.[Li+].CCC[CH2-].[O:20]1[CH2:25][CH2:24][O:23][C:22]([C:26](N2CCCC2)=[O:27])=[N:21]1.[Cl-].[NH4+]>O1CCCC1.O.C(OCC)C>[O:1]1[CH2:6][CH2:5][CH2:4][CH2:3][CH:2]1[O:7][C:8]1[CH:13]=[CH:12][CH:11]=[CH:10][C:9]=1[C:26]([C:22]1[O:23][CH2:24][CH2:25][O:20][N:21]=1)=[O:27] |f:1.2,4.5|. Procedure details: 5 g (0.0193 mol) of 1-(tetrahydropyran-2-yloxy)-2-bromobenzene (Synthesis 1987, page 951) are dissolved in 20 ml of tetrahydrofuran, and the solution is cooled to -40° C. First, 10.8 g (0.0388 mol) of N-butyllithium (23% strength solution in hexane) and then a 50% strength solution of 7.2 g (0.0195 mol) of 1-(5,6-dihydro-1,4,2-dioxazin-3-yl)-1-(pyrrolidin-1-yl)-methanone in tetrahydrofuran are added dropwise at this temperature, and the mixture is stirred for 10 minutes at -40° C. A solution of ... The reactants are ClC1=NC2=CC=C(C=C2C=C1C(=O)O)Cl (2,6-dichloroquinoline-3-carboxylic acid), FC=1C=C2NC=C(CC(N)C(=O)O)C2=CC1 (6-fluoro-DL-tryptophan). Yields the product C(=O)(O)C(CC1=CNC2=CC(=CC=C12)F)NC1=NC2=CC=C(C=C2C=C1C(=O)O)Cl (2-[1-Carboxy-2-(6-fluoro-1H-indol-3-yl)-ethylamino]-6-chloro-quinoline-3-carboxylic acid). The yield is 42.0%. As a reaction SMILES: Cl[C:2]1[C:11]([C:12]([OH:14])=[O:13])=[CH:10][C:9]2[C:4](=[CH:5][CH:6]=[C:7]([Cl:15])[CH:8]=2)[N:3]=1.[F:16][C:17]1[CH:18]=[C:19]2[C:29](=[CH:30][CH:31]=1)[C:22]([CH2:23][CH:24]([C:26]([OH:28])=[O:27])[NH2:25])=[CH:21][NH:20]2>>[C:26]([CH:24]([NH:25][C:2]1[C:11]([C:12]([OH:14])=[O:13])=[CH:10][C:9]2[C:4](=[CH:5][CH:6]=[C:7]([Cl:15])[CH:8]=2)[N:3]=1)[CH2:23][C:22]1[C:29]2[C:19](=[CH:18][C:17]([F:16])=[CH:31][CH:30]=2)[NH:20][CH:21]=1)([OH:28])=[O:27]. Procedure details: In close analogy to the procedure described in Example 1, 2,6-dichloroquinoline-3-carboxylic acid is reacted with 6-fluoro-DL-tryptophan to provide the title compound in 42% yield as yellow needles (recrystallization from MeOH). The reactants are [OH-].[Na+] (NaOH), C(C1=CC=CC=C1)OC=1C=C(CNCCN[C@@H](C(=O)OC(C)(C)C)C(C)C)C=CC1 (t-Butyl (R)-2-(2-(3-benzyloxybenzylamino)ethylamino)-3-methylbutyrate), C(=O)(Cl)Cl (phosgene). Run in C1(=CC=CC=C1)C (toluene). Run at temperature 0 celsius, time 6 hour. The product is C(C1=CC=CC=C1)OC=1C=C(CN2C(N(CC2)[C@@H](C(=O)OC(C)(C)C)C(C)C)=O)C=CC1 (t-butyl (R)-2-(3-(3-benzyloxybenzyl)-2-oxoimidazolidin-1-yl)-3-methylbutyrate). Isolated yield 62.2%. Reaction SMILES: [CH2:1]([O:8][C:9]1[CH:10]=[C:11]([CH:28]=[CH:29][CH:30]=1)[CH2:12][NH:13][CH2:14][CH2:15][NH:16][C@H:17]([CH:25]([CH3:27])[CH3:26])[C:18]([O:20][C:21]([CH3:24])([CH3:23])[CH3:22])=[O:19])[C:2]1[CH:7]=[CH:6][CH:5]=[CH:4][CH:3]=1.[OH-].[Na+].[C:33](Cl)(Cl)=[O:34]>C1(C)C=CC=CC=1>[CH2:1]([O:8][C:9]1[CH:10]=[C:11]([CH:28]=[CH:29][CH:30]=1)[CH2:12][N:13]1[CH2:14][CH2:15][N:16]([C@H:17]([CH:25]([CH3:26])[CH3:27])[C:18]([O:20][C:21]([CH3:24])([CH3:22])[CH3:23])=[O:19])[C:33]1=[O:34])[C:2]1[CH:3]=[CH:4][CH:5]=[CH:6][CH:7]=1 |f:1.2|. Reported procedure: t-Butyl (R)-2-(2-(3-benzyloxybenzylamino)ethylamino)-3-methylbutyrate (155 mg; 0.37 mmol) was dissolved in toluene (5 ml) and cooled to 0° C. NaOH (1N; 5 ml; 5 mmol) was added, as was phosgene (20% in toluene; 0.37 ml; 0.75 mmol). The mixture was stirred at 0° C. for 6 h, the phases were separated, and the aqueous phase was extracted with CH2Cl2 (2×; 5 ml). The combined organic phases were dried over MgSO4, and the solvents were removed under reduced pressure. Purification of the residue by colu... Reactants: [Br-], CCOC(=O)Cc1csc(N)n1, Cl, [Cu+2], O=N[O-], [Na+], [Na+], O, O=S(=O)([O-])[O-]. Product: CCOC(=O)Cc1csc(Br)n1. Reaction SMILES: [Br-:18].[CH2:5]([CH3:6])[O:7][C:8]([CH2:9][c:10]1[n:11][c:12]([NH2:15])[s:13][cH:14]1)=[O:16].[ClH:19].[Cu+2:26].[N:1]([O-:2])=[O:3].[Na+:17].[Na+:4].[OH2:20].[S:21]([O-:22])([O-:23])(=[O:24])=[O:25]>>[CH2:5]([CH3:6])[O:7][C:8]([CH2:9][c:10]1[n:11][c:12]([Br:18])[s:13][cH:14]1)=[O:16].